From a dataset of the Open Reaction Database (ORD), a public repository of structured organic reaction records. describe an organic reaction: reactants, conditions, products, and yield The reactants are C(#N)CCCOC1=CC=C(C(=O)NC2=CC=C(C=C2)N2N=C(C=C2C#N)C=2C=NC=CC2)C=C1 (4-(3-cyanopropoxy)-N-[4-(5-cyano-3-pyridin-3-yl-pyrazol-1-yl)phenyl]benzamide), C([O-])([O-])=O.[Cs+].[Cs+] (cesium carbonate), CN(C)C=O (DMF), ClCCCC1OCCO1 (2-(3-chloropropyl)-1,3-dioxolane). Conditions: temperature 65 celsius, time 30 minute. Yields the product O1C(OCC1)CCCOC1=NC=C(C(=O)NC2=CC=C(C=C2)N2N=C(C=C2C#N)C=2C=NC=CC2)C=C1 (6-[(3-[1,3]Dioxolan-2-yl-propoxy)]-N-[4-(5-cyano-3-pyridin-3yl-pyrazol-1-yl)phenyl]nicotinamide). RXN SMILES: C(CCCOC1C=[CH:33][C:10]([C:11]([NH:13][C:14]2[CH:19]=[CH:18][C:17]([N:20]3[C:24]([C:25]#[N:26])=[CH:23][C:22]([C:27]4[CH:28]=[N:29][CH:30]=[CH:31][CH:32]=4)=[N:21]3)=[CH:16][CH:15]=2)=[O:12])=[CH:9][CH:8]=1)#N.C(=O)([O-])[O-].[Cs+].[Cs+].Cl[CH2:42][CH2:43][CH2:44][CH:45]1[O:49][CH2:48][CH2:47][O:46]1.C[N:51]([CH:53]=[O:54])C>>[O:46]1[CH2:47][CH2:48][O:49][CH:45]1[CH2:44][CH2:43][CH2:42][O:54][C:53]1[CH:8]=[CH:9][C:10]([C:11]([NH:13][C:14]2[CH:15]=[CH:16][C:17]([N:20]3[C:24]([C:25]#[N:26])=[CH:23][C:22]([C:27]4[CH:28]=[N:29][CH:30]=[CH:31][CH:32]=4)=[N:21]3)=[CH:18][CH:19]=2)=[O:12])=[CH:33][N:51]=1 |f:1.2.3|. Procedure details: To a stirred solution of 6-hydroxynicotinic acid methyl ester (prepared as describrd in Example 25) (10 mmol) in DMF (30 mL) was added cesium carbonate (10 mmol). After 30 minutes, 2-(3-chloropropyl)-1,3-dioxolane (10 mmol) was added and the reaction mixture was heated at 65° C. on an oil bath. After 2 days, the mixture was cooled to room temperature, volatiles were removed, the residue was taken up in water, and extracted with dichloromethane. The organic phase was dried over magnesium sulfate ... Reactants: OC1=CC=C(C=C1)CCC(=O)O (3-(4-hydroxyphenyl)propionic acid), Cl.COC([C@@H](N)C(C)C)=O (valine methyl ester hydrochloride). The product is COC(C(C(C)C)NC(CCC1=CC=C(C=C1)O)=O)=O (2-[3-(4-hydroxyphenyl)propionylamino]-3-methyl butyric acid methyl ester). Yield: 89.5%. Reaction SMILES: [OH:1][C:2]1[CH:7]=[CH:6][C:5]([CH2:8][CH2:9][C:10]([OH:12])=O)=[CH:4][CH:3]=1.Cl.[CH3:14][O:15][C:16](=[O:22])[C@H:17]([CH:19]([CH3:21])[CH3:20])[NH2:18]>>[CH3:14][O:15][C:16](=[O:22])[CH:17]([NH:18][C:10](=[O:12])[CH2:9][CH2:8][C:5]1[CH:4]=[CH:3][C:2]([OH:1])=[CH:7][CH:6]=1)[CH:19]([CH3:21])[CH3:20] |f:1.2|. Procedure details: Following the same procedure of Example 4 except that 3-(4-hydroxyphenyl)propionic acid (1.0 g, 6.0 mmol) and valine methyl ester hydrochloride (1.1 g, 6.6 mmol) were used, 1.5 g of the title compound was obtained. The compound was finally purified by silica gel column chromatography (column size: 25 mm×150 mm, silica gel 70-230 mesh, eluent: hexane/EtOAc (1/1)). The results of analyses of the compound are as follows: